From a dataset of the Open Reaction Database (ORD), a public repository of structured organic reaction records. describe an organic reaction: reactants, conditions, products, and yield Starting materials: [OH-].[Na+] (NaOH), COC(C[C@@H]1CC[C@H](CC1)C1=CC=C(C=C1)NC(CCNC(=O)C=1N=C(OC1C)C1=CC=CC=C1)=O)=O (trans-[4-(4-{3-[(5-methyl-2-phenyloxazole-4-carbonyl)amino]propionylamino}phenyl)cyclohexyl]acetic acid methyl ester). Solvent: C1CCOC1.CO.O (THF MeOH water). Run at temperature 25 celsius, time 5 hour. The product is CC1=C(N=C(O1)C1=CC=CC=C1)C(=O)NCCC(=O)NC1=CC=C(C=C1)[C@@H]1CC[C@H](CC1)CC(=O)O (trans-[4-(4-{3-[(5-methyl-2-phenyloxazole-4-carbonyl)amino]propionylamino}phenyl)cyclohexyl]acetic acid). RXN SMILES: [OH-].[Na+].C[O:4][C:5](=[O:39])[CH2:6][C@H:7]1[CH2:12][CH2:11][C@H:10]([C:13]2[CH:18]=[CH:17][C:16]([NH:19][C:20](=[O:38])[CH2:21][CH2:22][NH:23][C:24]([C:26]3[N:27]=[C:28]([C:32]4[CH:37]=[CH:36][CH:35]=[CH:34][CH:33]=4)[O:29][C:30]=3[CH3:31])=[O:25])=[CH:15][CH:14]=2)[CH2:9][CH2:8]1>C1COCC1.CO.O>[CH3:31][C:30]1[O:29][C:28]([C:32]2[CH:33]=[CH:34][CH:35]=[CH:36][CH:37]=2)=[N:27][C:26]=1[C:24]([NH:23][CH2:22][CH2:21][C:20]([NH:19][C:16]1[CH:15]=[CH:14][C:13]([C@H:10]2[CH2:9][CH2:8][C@H:7]([CH2:6][C:5]([OH:39])=[O:4])[CH2:12][CH2:11]2)=[CH:18][CH:17]=1)=[O:38])=[O:25] |f:0.1,3.4.5|. Reported procedure: NaOH (59.6 mg, 1.5 mmol) was added to trans-[4-(4-{3-[(5-methyl-2-phenyloxazole-4-carbonyl)amino]propionylamino}phenyl)cyclohexyl]acetic acid methyl ester (75 mg, 0.15 mmol) dissolved in THF/MeOH/water (20 mL, 3:2:1). The reaction mixture was stirred at 25° C. for 5 hours and concentrated under vacuum. The residue was acidified with 1M HCl up to pH 2 and extracted with ethyl acetate. The extract was washed with brine and dried with anhydrous sodium sulfate and concentrated under vacuum. The resi... The reactants are C(=O)[O-].[NH4+] (ammonium formate), CN1C(CCCC2=C1C=C(C=C2)[N+](=O)[O-])=O (1-methyl-8-nitro-1,3,4,5-tetrahydro-2H-1-benzazepin-2-one). Reagents/catalysts: [Pd] (Pd/C). Run in CO (methanol). Reaction conditions: temperature 80 celsius. Yields the product NC1=CC2=C(CCCC(N2C)=O)C=C1 (8-amino-1-methyl-1,3,4,5-tetrahydro-2H-1-benzazepin-2-one). Yield: 120.6%. RXN SMILES: C([O-])=O.[NH4+].[CH3:5][N:6]1[C:12]2[CH:13]=[C:14]([N+:17]([O-])=O)[CH:15]=[CH:16][C:11]=2[CH2:10][CH2:9][CH2:8][C:7]1=[O:20]>CO.[Pd]>[NH2:17][C:14]1[CH:15]=[CH:16][C:11]2[CH2:10][CH2:9][CH2:8][C:7](=[O:20])[N:6]([CH3:5])[C:12]=2[CH:13]=1 |f:0.1|. Procedure: 696 mg of ammonium formate and 581 mg of Pd/C (10%) are added to a solution of 405 mg of 1-methyl-8-nitro-1,3,4,5-tetrahydro-2H-1-benzazepin-2-one in 39 ml of methanol. The reaction medium is microwave-heated at 80° C. for 5 minutes. The mixture is filtered on Clarcel, and the Clarcel is rinsed with methanol. The filtrate is concentrated under reduced pressure, so as to give 422 mg of 8-amino-1-methyl-1,3,4,5-tetrahydro-2H-1-benzazepin-2-one in the form of a colourless gum.